This data is from the Open Reaction Database (ORD), a public repository of structured organic reaction records. The task is: describe an organic reaction: reactants, conditions, products, and yield The reactants are N#CCCCBr, C[Si](C)(C)CCN1C(=O)CN(c2ccc(I)cc2OCc2ccccc2)S1(=O)=O, [I-], [Na+], CN(C)C=O, O=C(C=Cc1ccccc1)C=Cc1ccccc1, O=C(C=Cc1ccccc1)C=Cc1ccccc1, O=C(C=Cc1ccccc1)C=Cc1ccccc1, [Pd], [Pd], [Zn]. The product is C[Si](C)(C)CCN1C(=O)CN(c2ccc(CCCC#N)cc2OCc2ccccc2)S1(=O)=O. Reaction SMILES: [Br:1][CH2:2][CH2:3][CH2:4][C:5]#[N:6].[CH2:9]([c:10]1[cH:11][cH:12][cH:13][cH:14][cH:15]1)[O:16][c:17]1[c:18]([N:24]2[CH2:25][C:26](=[O:37])[N:27]([CH2:31][CH2:32][Si:33]([CH3:34])([CH3:35])[CH3:36])[S:28]2(=[O:29])=[O:30])[cH:19][cH:20][c:21]([I:23])[cH:22]1.[I-:7].[Na+:8].[O:38]=[CH:39][N:40]([CH3:41])[CH3:42].[O:46]=[C:47]([CH:48]=[CH:49][c:50]1[cH:51][cH:52][cH:53][cH:54][cH:55]1)[CH:56]=[CH:57][c:58]1[cH:59][cH:60][cH:61][cH:62][cH:63]1.[O:64]=[C:65]([CH:66]=[CH:67][c:68]1[cH:69][cH:70][cH:71][cH:72][cH:73]1)[CH:74]=[CH:75][c:76]1[cH:77][cH:78][cH:79][cH:80][cH:81]1.[O:82]=[C:83]([CH:84]=[CH:85][c:86]1[cH:87][cH:88][cH:89][cH:90][cH:91]1)[CH:92]=[CH:93][c:94]1[cH:95][cH:96][cH:97][cH:98][cH:99]1.[Pd:44].[Pd:45].[Zn:43]>>[CH2:2]([CH2:3][CH2:4][C:5]#[N:6])[c:21]1[cH:20][cH:19][c:18]([N:24]2[CH2:25][C:26](=[O:37])[N:27]([CH2:31][CH2:32][Si:33]([CH3:34])([CH3:35])[CH3:36])[S:28]2(=[O:29])=[O:30])[c:17]([O:16][CH2:9][c:10]2[cH:11][cH:12][cH:13][cH:14][cH:15]2)[cH:22]1. The reactants are CC(C)=O, CC(=O)OC(C)=O, CCOC(=O)C1(F)C(=O)NC(=O)NC1O, c1ccncc1. The product is CCOC(=O)C1(F)C(=O)NC(=O)NC1OC(C)=O. RXN SMILES: [CH3:1][C:2]([CH3:3])=[O:4].[CH3:20][C:21]([O:22][C:23](=[O:24])[CH3:25])=[O:26].[F:5][C:6]1([C:15](=[O:16])[O:17][CH2:18][CH3:19])[C:7](=[O:14])[NH:8][C:9](=[O:13])[NH:10][CH:11]1[OH:12].[cH:27]1[cH:28][cH:29][n:30][cH:31][cH:32]1>>[CH3:1][C:2](=[O:4])[O:12][CH:11]1[C:6]([F:5])([C:15](=[O:16])[O:17][CH2:18][CH3:19])[C:7](=[O:14])[NH:8][C:9](=[O:13])[NH:10]1. Starting materials: [Na] (sodium), FC(C(=O)OCC)(F)F (ethyl trifluoroacetate), FC1=CC=C(C=C1)CC#N (p-fluorophenylacetonitrile), [Na] (sodium). Solvent: C(C)O (ethanol). The product is FC(C(=O)C(C#N)C1=CC=C(C=C1)F)(F)F (α-Trifluoroacetyl-p-fluorophenylacetonitrile). Yield: 90.6%. RXN SMILES: [Na].[F:2][C:3]([F:10])([F:9])[C:4]([O:6]CC)=O.[F:11][C:12]1[CH:17]=[CH:16][C:15]([CH2:18][C:19]#[N:20])=[CH:14][CH:13]=1>C(O)C>[F:10][C:3]([F:2])([F:9])[C:4]([CH:18]([C:15]1[CH:16]=[CH:17][C:12]([F:11])=[CH:13][CH:14]=1)[C:19]#[N:20])=[O:6] |^1:0|. Procedure: Dry ethanol (15 ml) was added to sodium metal (1.22 g, 0.0530 mole) and the mixture was heated under reflux to dissolve sodium metal perfectly. A mixture of ethyl trifluoroacetate (7.53 g, 0.0530 mole) and p-fluorophenylacetonitrile (6.76 g, 0.0500 mole) was added dropwise over 30 minutes. The mixture, after being heated under reflux for 10 hours, was extracted with methylene chloride to remove neutral and basic components. To the mixture was then added 36% hydrochloric acid to adjust below pH 2... The reactants are C1=CC=CCC1 (1,3-cyclohexadiene), C(C1=CC=CC=C1)OC(NC[C@@H]1OC(OC1=O)(C)C)=O ((S)-(2,2-dimethyl-5-oxo-[1,3]dioxolan-4-ylmethyl)carbamic acid benzyl ester), C(=O)(C(F)(F)F)O (TFA). The reagents and catalysts are [Pd] (palladium). The solvent is C(C)O (ethanol). Conditions: time 1 hour. The product is FC(C(=O)[O-])(F)F.CC1(OC([C@@H](O1)C[NH3+])=O)C ((S)-2,2-dimethyl-5-oxo-[1,3]dioxolan-4-ylmethylammonium trifluoroacetate). RXN SMILES: C(OC(=O)[NH:10][CH2:11][C@H:12]1[C:16](=[O:17])[O:15][C:14]([CH3:19])([CH3:18])[O:13]1)C1C=CC=CC=1.C1CCC=CC=1.[C:27]([OH:33])([C:29]([F:32])([F:31])[F:30])=[O:28]>C(O)C.[Pd]>[F:30][C:29]([F:32])([F:31])[C:27]([O-:33])=[O:28].[CH3:18][C:14]1([CH3:19])[O:13][C@@H:12]([CH2:11][NH3+:10])[C:16](=[O:17])[O:15]1 |f:5.6|. Reported procedure: The crude (S)-(2,2-dimethyl-5-oxo-[1,3]dioxolan-4-ylmethyl)carbamic acid benzyl ester (976 mg, 3.5 mmol) was dissolved in ethanol (14 mL), and palladium (10% on activated charcoal, 300 mg) and 1,3-cyclohexadiene (2.8 g, 35 mmol) were added and the reaction was stirred for 1 hour at room temperature, and heated to 40° C. for 10 min. After filtration, TFA (0.4 g, 3.5 mmol) was added and the solvent was removed by evaporation to afford crude (S)-2,2-dimethyl-5-oxo-[1,3]dioxolan-4-ylmethylammonium t... Yields the product C=1(C(=CC=CC1)C(=O)CN1C(C(CN(C2=C1C=C(C=C2)C)C(=O)OCC2=CC=CC=C2)NC(NC=2C=C(C(=O)O)C=CC2)=O)=O)C (3-[3-[1-(2-toluoylmethyl)-2-oxo-5-benzyloxycarbonyl-8-methyl-1,3,4,5-tetrahydro-2H-1,5-benzodiazepin-3-yl]ureido]benzoic acid). As a reaction SMILES: [C:1]1([CH3:48])[C:2]([C:7]([CH2:9][N:10]2[C:16]3[CH:17]=[C:18]([CH3:21])[CH:19]=[CH:20][C:15]=3[N:14]([C:22]([O:24][CH2:25][C:26]3[CH:31]=[CH:30][CH:29]=[CH:28][CH:27]=3)=[O:23])[CH2:13][CH:12]([NH:32][C:33]([NH:35][C:36]3[CH:41]=[CH:40][CH:39]=[C:38]([C:42]([O:44]CC)=[O:43])[CH:37]=3)=[O:34])[C:11]2=[O:47])=[O:8])=[CH:3][CH:4]=[CH:5][CH:6]=1.O.[OH-].[Li+].O1CCCC1>CO>[C:1]1([CH3:48])[C:2]([C:7]([CH2:9][N:10]2[C:16]3[CH:17]=[C:18]([CH3:21])[CH:19]=[CH:20][C:15]=3[N:14]([C:22]([O:24][CH2:25][C:26]3[CH:31]=[CH:30][CH:29]=[CH:28][CH:27]=3)=[O:23])[CH2:13][CH:12]([NH:32][C:33](=[O:34])[NH:35][C:36]3[CH:37]=[C:38]([CH:39]=[CH:40][CH:41]=3)[C:42]([OH:44])=[O:43])[C:11]2=[O:47])=[O:8])=[CH:3][CH:4]=[CH:5][CH:6]=1 |f:1.2.3|. The solvent is CO (methanol). The reactants are O.[OH-].[Li+] (lithium hydroxide monohydrate), solution, O1CCCC1 (tetrahydrofuran), C=1(C(=CC=CC1)C(=O)CN1C(C(CN(C2=C1C=C(C=C2)C)C(=O)OCC2=CC=CC=C2)NC(=O)NC2=CC(=CC=C2)C(=O)OCC)=O)C (1-[1-(2-Toluoylmethyl)-2-oxo-5-benzyloxycarbonyl-8-methyl-1,3,4,5-tetrahydro-2H-1,5-benzodiazepin-3-yl]-3-(3-ethoxycarbonylphenyl)urea). Procedure details: 1-[1-(2-Toluoylmethyl)-2-oxo-5-benzyloxycarbonyl-8-methyl-1,3,4,5-tetrahydro-2H-1,5-benzodiazepin-3-yl]-3-(3-ethoxycarbonylphenyl)urea (435 mg) was dissolved in methanol (20 ml), aqueous lithium hydroxide monohydrate (141 mg) solution (10 ml) and tetrahydrofuran (10 ml) were added, the mixture was refluxed for 2 hours. The reaction mixture was concentrated under reduced pressure, the residue was dissolved in water (150 ml), washed with diethyl ether (100 ml), acidified with 1N hydrochloric acid,... Yield: 72.3%. The reactants are ClC=1C(=C(C(=O)N2CCC(CC2)CC2=NC(=CC(=N2)NC2=NN(C=C2)COCC[Si](C)(C)C)C)C=CC1)F (2-((1-(3-chloro-2-fluorobenzoyl)piperidin-4-yl)methyl)-6-methyl-N-(1-((2-(trimethylsilyl)ethoxy)methyl)-1H-pyrazol-3-yl)pyrimidin-4-amine), FC(C(=O)O)(F)F (trifluoroacetic acid), O (water). Run at temperature 60 celsius, time 30 minute. Product: FC(C(=O)O)(F)F.ClC=1C(=C(C(=O)N2CCC(CC2)CC2=NC(=CC(=N2)NC2=NNC=C2)C)C=CC1)F (2-((1-(3-chloro-2-fluorobenzoyl)piperidin-4-yl)methyl)-6-methyl-N-1H-pyrazol-3-ylpyrimidin-4-amine trifluoroacetate). Reaction SMILES: [Cl:1][C:2]1[C:3]([F:38])=[C:4]([CH:35]=[CH:36][CH:37]=1)[C:5]([N:7]1[CH2:12][CH2:11][CH:10]([CH2:13][C:14]2[N:19]=[C:18]([NH:20][C:21]3[CH:25]=[CH:24][N:23](COCC[Si](C)(C)C)[N:22]=3)[CH:17]=[C:16]([CH3:34])[N:15]=2)[CH2:9][CH2:8]1)=[O:6].O.[F:40][C:41]([F:46])([F:45])[C:42]([OH:44])=[O:43]>>[F:40][C:41]([F:46])([F:45])[C:42]([OH:44])=[O:43].[Cl:1][C:2]1[C:3]([F:38])=[C:4]([CH:35]=[CH:36][CH:37]=1)[C:5]([N:7]1[CH2:12][CH2:11][CH:10]([CH2:13][C:14]2[N:19]=[C:18]([NH:20][C:21]3[CH:25]=[CH:24][NH:23][N:22]=3)[CH:17]=[C:16]([CH3:34])[N:15]=2)[CH2:9][CH2:8]1)=[O:6] |f:3.4|. Procedure: 24.9 mg of 2-((1-(3-chloro-2-fluorobenzoyl)piperidin-4-yl)methyl)-6-methyl-N-(1-((2-(trimethylsilyl)ethoxy)methyl)-1H-pyrazol-3-yl)pyrimidin-4-amine was dissolved in 0.9 ml of trifluoroacetic acid and 0.1 ml of water at room temperature, followed by stirring the reaction mixture at 60° C. for 30 minutes. The reaction mixture was cooled to room temperature, and concentrated in vacuo. The reaction mixture was purified by a reversed phase preparative liquid chromatography, followed by concentrating...